This data is from the Open Reaction Database (ORD), a public repository of structured organic reaction records. The task is: describe an organic reaction: reactants, conditions, products, and yield Starting materials: C(C)OC1=CC(=NC2=CC=C(C=C12)C=C1C(NC(S1)=S)=O)NC(C)=O (N-[4-ethoxy-6-(4-oxo-2-thioxo-thiazolidin-5-ylidenemethyl)-quinolin-2-yl]-acetamide), C(C)(C)N(CC)C(C)C (Diisopropylethyl amine), NCCC1CCOCC1 (4-(2-aminoethyl)tetrahydropyran), C(C)(C)N(CC)C(C)C (diisopropylethyl amine), CI (methyl iodide). The solvent is C(C)#N (acetonitrile). Conditions: time 8 hour. Yields the product C(C)OC1=CC(=NC2=CC=C(C=C12)C=C1C(N=C(S1)NCCC1CCOCC1)=O)NC(C)=O (N-(4-ethoxy-6-{4-oxo-2[2-(tetrahydro-pyran-4-yl)-ethylamino]-4H-thiazol-5-ylidenemethyl}-quinolin-2-yl)-acetamide). Yield: 42.7%. Reaction SMILES: [CH2:1]([O:3][C:4]1[C:13]2[C:8](=[CH:9][CH:10]=[C:11]([CH:14]=[C:15]3[S:19][C:18](=S)[NH:17][C:16]3=[O:21])[CH:12]=2)[N:7]=[C:6]([NH:22][C:23](=[O:25])[CH3:24])[CH:5]=1)[CH3:2].C(N(C(C)C)CC)(C)C.CI.[NH2:37][CH2:38][CH2:39][CH:40]1[CH2:45][CH2:44][O:43][CH2:42][CH2:41]1>C(#N)C>[CH2:1]([O:3][C:4]1[C:13]2[C:8](=[CH:9][CH:10]=[C:11]([CH:14]=[C:15]3[S:19][C:18]([NH:37][CH2:38][CH2:39][CH:40]4[CH2:45][CH2:44][O:43][CH2:42][CH2:41]4)=[N:17][C:16]3=[O:21])[CH:12]=2)[N:7]=[C:6]([NH:22][C:23](=[O:25])[CH3:24])[CH:5]=1)[CH3:2]. Procedure details: A suspension of N-[4-ethoxy-6-(4-oxo-2-thioxo-thiazolidin-5-ylidenemethyl)-quinolin-2-yl]-acetamide (example 6a, 50 mg, 0.11 mmol) in acetonitrile (1.5 ml) was reacted with diisopropylethyl amine (0.200 ml, 1.15 mmol) and methyl iodide (0.15 ml, 2.3 mmol) at rt for 30 min. The mixture was concentrated to dryness and the residue suspended in acetonitrile (1.5 ml). Diisopropylethyl amine (0.20 ml, 1.15 mmol) and 4-(2-aminoethyl)tetrahydropyran (0.075 ml, 0.58 mmol) were successively added at rt, a... The reactants are CNC=1C(=CC(=CC1)C(F)(F)F)N (N1-methyl-4-(trifluoromethyl)benzene-1,2-diamine), CCN(C(C)C)C(C)C (DIEA), C(C)(C)(C)C1=CC=C(N)C=C1 (4-t-butylaniline), CCN(C(C)C)C(C)C (DIEA), C(=S)(Cl)Cl (thiophosgene). Reagents/catalysts: [Hg](OC(=O)C(F)(F)F)OC(=O)C(F)(F)F (Hg(O2CCF3)2). Solvent: [Cl-].[Na+].O (brine), C(Cl)Cl (DCM), C(Cl)Cl (DCM). Conditions: temperature 40 celsius, time 2 hour. Product: C(C)(C)(C)C1=CC=C(C=C1)NC1=NC2=C(N1C)C=CC(=C2)C(F)(F)F (N-(4-tert-butylphenyl)-1-methyl-5-(trifluoromethyl)-1H-benzimidazol-2-amine). RXN SMILES: [C:1]([C:5]1[CH:11]=[CH:10][C:8]([NH2:9])=[CH:7][CH:6]=1)([CH3:4])([CH3:3])[CH3:2].[CH3:12]CN(C(C)C)C(C)C.C(Cl)(Cl)=S.[CH3:25][NH:26][C:27]1[C:28]([NH2:37])=[CH:29][C:30]([C:33]([F:36])([F:35])[F:34])=[CH:31][CH:32]=1>C(Cl)Cl.[Cl-].[Na+].O.[Hg](OC(C(F)(F)F)=O)OC(C(F)(F)F)=O>[C:1]([C:5]1[CH:6]=[CH:7][C:8]([NH:9][C:25]2[N:26]([CH3:12])[C:27]3[CH:32]=[CH:31][C:30]([C:33]([F:35])([F:34])[F:36])=[CH:29][C:28]=3[N:37]=2)=[CH:10][CH:11]=1)([CH3:4])([CH3:2])[CH3:3] |f:5.6.7|. Procedure: To a stirring solution of 4-t-butylaniline (1.3 mmol, 189 mg) and DIEA (2.53 mmol, 441 μL) in DCM (3 mL) at 0° C. was added dropwise thiophosgene (1.3 mmol, 91 μL). After 10 min the title compound of Example 6, Step B (10.5 mmol, 1.86 g) was added, and the reaction mixture was brought to 40° C. for 2 h. Hg(O2CCF3)2 (2.5 mmol, 1 g) and DIEA (1.3 mmol, 220 μL) were added and the reaction was heated at 40° C. for 16 h. The reaction was poured into DCM and brine containing Na2S, and the resulting sl... Starting materials: [H][H] (hydrogen), C(C1=CC=CC=C1)OC1=CC=C2CCN(CC2=C1)NC1=CC=NC=C1 (7-benzyloxy-2-(4-pyridinylamino)-1,2,3,4-tetrahydroisoquinoline). Reagents/catalysts: catalyst, catalyst, [Pd] (palladium-on-carbon). The solvent is CO (methanol). Yields the product N1=CC=C(C=C1)NN1CC2=CC(=CC=C2CC1)O (2-(4-Pyridinylamino)-1,2,3,4-tetrahydroisoquinolin-7-ol). Isolated yield 82.2%. RXN SMILES: C([O:8][C:9]1[CH:18]=[C:17]2[C:12]([CH2:13][CH2:14][N:15]([NH:19][C:20]3[CH:25]=[CH:24][N:23]=[CH:22][CH:21]=3)[CH2:16]2)=[CH:11][CH:10]=1)C1C=CC=CC=1.[H][H]>CO.[Pd]>[N:23]1[CH:24]=[CH:25][C:20]([NH:19][N:15]2[CH2:14][CH2:13][C:12]3[C:17](=[CH:18][C:9]([OH:8])=[CH:10][CH:11]=3)[CH2:16]2)=[CH:21][CH:22]=1. Procedure details: A mixture of 7-benzyloxy-2-(4-pyridinylamino)-1,2,3,4-tetrahydroisoquinoline (5.68 g) and 5% palladium-on-carbon (1.1 g) in methanol (85 mL) was shaken on a parr hydrogenation apparatus at ambient temperature, starting at an initial pressure of 55 psi. After 2 hrs an additional 1.1 g of catalyst was added, the pressure was increased to 55 psi, and the mixture was shaken for an additional 5 hrs. An additional 0.75 g of catalyst was added, the pressure was increased to 55 psi, and the mixture was ... Reactants: C(=O)C1=C(OC(C(=O)O)CCCC)C=CC(=C1)[N+](=O)[O-] (2-(2-formyl-4-nitro-phenoxy)hexanoic acid), C([O-])([O-])=O.[K+].[K+] (potassium carbonate), C(C)(=O)OC(C)=O (acetic anhydride). The product is [N+](=O)([O-])C=1C=CC2=C(C=C(O2)CCCC)C1 (5-nitro-2-butylbenzofuran). As a reaction SMILES: C([C:3]1[CH:17]=[C:16]([N+:18]([O-:20])=[O:19])[CH:15]=[CH:14][C:4]=1[O:5][CH:6]([CH2:10][CH2:11][CH2:12][CH3:13])[C:7](O)=O)=O.C(=O)([O-])[O-].[K+].[K+].C(OC(=O)C)(=O)C>>[N+:18]([C:16]1[CH:15]=[CH:14][C:4]2[O:5][C:6]([CH2:10][CH2:11][CH2:12][CH3:13])=[CH:7][C:3]=2[CH:17]=1)([O-:20])=[O:19] |f:1.2.3|. Reported procedure: 23.4 g of 2-(2-formyl-4-nitro-phenoxy)hexanoic acid and 2.3 g of potassium carbonate were charged into a 200 ml reactor containing 80 g of acetic anhydride. Starting materials: example 5 ( 1 ), NCC(C(=O)OC)C1(OCCO1)C (methyl 3-amino-2-(2-methyl-[1,3]dioxolan-2-yl)propionate), [N+](=O)([O-])C1=C2C(C(=O)OC2=O)=CC=C1 (3-nitrophthalic anhydride). Yields the product [N+](=O)([O-])C1=C2C(N(C(C2=CC=C1)=O)CC(C(=O)OC)C1(OCCO1)C)=O (Methyl 3-(4-nitro-1,3-dioxo-1,3-dihydro-isoindol-2-yl)-2-(2-methyl-[1,3]dioxolan-2-yl)propionate). As a reaction SMILES: [NH2:1][CH2:2][CH:3]([C:8]1([CH3:13])[O:12][CH2:11][CH2:10][O:9]1)[C:4]([O:6][CH3:7])=[O:5].[N+:14]([C:17]1[CH:27]=[CH:26][CH:25]=[C:19]2[C:20]([O:22][C:23](=O)[C:18]=12)=[O:21])([O-:16])=[O:15]>>[N+:14]([C:17]1[CH:27]=[CH:26][CH:25]=[C:19]2[C:18]=1[C:23](=[O:22])[N:1]([CH2:2][CH:3]([C:8]1([CH3:13])[O:9][CH2:10][CH2:11][O:12]1)[C:4]([O:6][CH3:7])=[O:5])[C:20]2=[O:21])([O-:16])=[O:15]. Reported procedure: Methyl 3-(4-nitro-1,3-dioxo-1,3-dihydro-isoindol-2-yl)-2-(2-methyl-[1,3]dioxolan-2-yl)propionate was prepared (0.27 g, 28%) in the same manner as described in the above example 5 (1) from methyl 3-amino-2-(2-methyl-[1,3]dioxolan-2-yl)propionate (0.50 g, 2.64 mmol) and 3-nitrophthalic anhydride (0.57 g, 3.43 mmol), and the obtained product was identified with the following NMR data.